Task: describe an organic reaction: reactants, conditions, products, and yield. Dataset: the Open Reaction Database (ORD), a public repository of structured organic reaction records Starting materials: BrC=1SC2=C(N1)C=C(C(=C2C2=CC=C(C=C2)Cl)[C@@H](C(=O)OCC)OC(C)(C)C)C ((S)-ethyl 2-(2-bromo-7-(4-chlorophenyl)-5-methylbenzo[d]thiazol-6-yl)-2-tert-butoxyacetate), CC1=NC2=C(N1[C@H]1CN(CC1)C(=O)OC(C)(C)C)C=C(C=C2)B2OC(C(O2)(C)C)(C)C ((R)-tert-butyl 3-(2-methyl-6-(4,4,5,5-tetramethyl-1,3,2-dioxaborolan-2-yl)-1H-benzo[d]imidazol-1-yl)pyrrolidine-1-carboxylate), C(=O)([O-])[O-].[K+].[K+] (K2CO3). The reagents and catalysts are C=1C=CC(=CC1)[P](C=2C=CC=CC2)(C=3C=CC=CC3)[Pd]([P](C=4C=CC=CC4)(C=5C=CC=CC5)C=6C=CC=CC6)([P](C=7C=CC=CC7)(C=8C=CC=CC8)C=9C=CC=CC9)[P](C=1C=CC=CC1)(C=1C=CC=CC1)C=1C=CC=CC1 (Pd(PPh3)4). The solvent is CCOC(=O)C (EtOAc). Reaction conditions: temperature 100 celsius. Product: C(C)(C)(C)O[C@H](C(=O)OCC)C1=C(C2=C(N=C(S2)C=2C=CC3=C(N(C(=N3)C)[C@H]3CN(CC3)C(=O)OC(C)(C)C)C2)C=C1C)C1=CC=C(C=C1)Cl ((R)-tert-butyl 3-(6-(6-((S)-1-tert-butoxy-2-ethoxy-2-oxoethyl)-7-(4-chlorophenyl)-5-methylbenzo[d]thiazol-2-yl)-2-methyl-1H-benzo[d]imidazol-1-yl)pyrrolidine-1-carboxylate). Reaction SMILES: Br[C:2]1[S:3][C:4]2[C:10]([C:11]3[CH:16]=[CH:15][C:14]([Cl:17])=[CH:13][CH:12]=3)=[C:9]([C@H:18]([O:24][C:25]([CH3:28])([CH3:27])[CH3:26])[C:19]([O:21][CH2:22][CH3:23])=[O:20])[C:8]([CH3:29])=[CH:7][C:5]=2[N:6]=1.[CH3:30][C:31]1[N:35]([C@@H:36]2[CH2:40][CH2:39][N:38]([C:41]([O:43][C:44]([CH3:47])([CH3:46])[CH3:45])=[O:42])[CH2:37]2)[C:34]2[CH:48]=[C:49](B3OC(C)(C)C(C)(C)O3)[CH:50]=[CH:51][C:33]=2[N:32]=1.C([O-])([O-])=O.[K+].[K+]>CCOC(C)=O.C1C=CC([P]([Pd]([P](C2C=CC=CC=2)(C2C=CC=CC=2)C2C=CC=CC=2)([P](C2C=CC=CC=2)(C2C=CC=CC=2)C2C=CC=CC=2)[P](C2C=CC=CC=2)(C2C=CC=CC=2)C2C=CC=CC=2)(C2C=CC=CC=2)C2C=CC=CC=2)=CC=1>[C:25]([O:24][C@@H:18]([C:9]1[C:8]([CH3:29])=[CH:7][C:5]2[N:6]=[C:2]([C:49]3[CH:50]=[CH:51][C:33]4[N:32]=[C:31]([CH3:30])[N:35]([C@@H:36]5[CH2:40][CH2:39][N:38]([C:41]([O:43][C:44]([CH3:46])([CH3:45])[CH3:47])=[O:42])[CH2:37]5)[C:34]=4[CH:48]=3)[S:3][C:4]=2[C:10]=1[C:11]1[CH:16]=[CH:15][C:14]([Cl:17])=[CH:13][CH:12]=1)[C:19]([O:21][CH2:22][CH3:23])=[O:20])([CH3:28])([CH3:27])[CH3:26] |f:2.3.4,^1:76,78,97,116|. Reported procedure: A microwave vial was charged with (S)-ethyl 2-(2-bromo-7-(4-chlorophenyl)-5-methylbenzo[d]thiazol-6-yl)-2-tert-butoxyacetate (53 mg, 0.11 mmol), (R)-tert-butyl 3-(2-methyl-6-(4,4,5,5-tetramethyl-1,3,2-dioxaborolan-2-yl)-1H-benzo[d]imidazol-1-yl)pyrrolidine-1-carboxylate (92 mg, 0.21 mmol), then Pd(PPh3)4 (23 mg, 0.02 mmol). The vial was flushed with argon, diluted with dioxane (2 mL) and to this was added 2M aqueous K2CO3 (0.2 mL, 0.4 mmol). The vial was sealed then heated to 100° C. for 16 hour... Reactants: C12CNCCC2CN1C1=NC2=CC=CC=C2N=C1 (2-(3,8-diaza-bicyclo[4.2.0]oct-8-yl)-quinoxaline), [C@@H]12CN(CC[C@H]2CN1)C(=O)C1=C(C=CC(=C1)F)N1N=CC=N1 ((1R,6S)-3,8-diazabicyclo[4.2.0]octan-3-yl(5-fluoro-2-(2H-1,2,3-triazol-2-yl)phenyl)methanone), ClC=1N=NC=C(C1)Cl (3,5-dichloropyridazine). Yields the product ClC1=CC(=CN=N1)N1C[C@@H]2CCN(C[C@H]12)C(=O)C1=C(C=CC(=C1)F)N1N=CC=N1 ((1R,6S)-8-(6-Chloropyridazin-4-yl)-3-{[5-fluoro-2-(2H-1,2,3-triazol-2-yl)phenyl]carbonyl}-3,8-diazabicyclo[4.2.0]octane). Reaction SMILES: C12N(C3C=NC4C(=CC=CC=4)N=3)CC1CCNC2.[C@@H:19]12[NH:26][CH2:25][C@@H:24]1[CH2:23][CH2:22][N:21]([C:27]([C:29]1[CH:34]=[C:33]([F:35])[CH:32]=[CH:31][C:30]=1[N:36]1[N:40]=[CH:39][CH:38]=[N:37]1)=[O:28])[CH2:20]2.[Cl:41][C:42]1[N:43]=[N:44][CH:45]=[C:46](Cl)[CH:47]=1>>[Cl:41][C:42]1[N:43]=[N:44][CH:45]=[C:46]([N:26]2[C@@H:19]3[C@@H:24]([CH2:23][CH2:22][N:21]([C:27]([C:29]4[CH:34]=[C:33]([F:35])[CH:32]=[CH:31][C:30]=4[N:36]4[N:40]=[CH:39][CH:38]=[N:37]4)=[O:28])[CH2:20]3)[CH2:25]2)[CH:47]=1. Procedure: The title compound was prepared in a manner analogous to Intermediate 2, Step A, using (1R,6S)-3,8-diazabicyclo[4.2.0]octan-3-yl(5-fluoro-2-(2H-1,2,3-triazol-2-yl)phenyl)methanone and 3,5-dichloropyridazine. MS (ESI) mass calcd. for C19H17ClFN7O, 413.9; m/z found, 414.1 [M+H]+. Starting materials: ClC=1C=CC2=C(C(=C(O2)C(=O)O)C2=CC=CC=C2)C1 (5-chloro-3-phenylbenzofuran-2-carboxylic acid), C(C(=O)Cl)(=O)Cl (oxalyl chloride), C1CCOC1 (THF). Reagents/catalysts: CN(C)C=O (DMF). Reaction conditions: time 0.5 hour. Product: ClC=1C=CC2=C(C(=C(O2)CC(=O)O)C2=CC=CC=C2)C1 (5-chloro-3-phenylbenzofuran-2-acetic acid), product. As a reaction SMILES: [Cl:1][C:2]1[CH:3]=[CH:4][C:5]2[O:9][C:8]([C:10](O)=O)=[C:7]([C:13]3[CH:18]=[CH:17][CH:16]=[CH:15][CH:14]=3)[C:6]=2[CH:19]=1.[C:20](Cl)(=[O:24])C(Cl)=O.C1C[O:29]CC1>CN(C=O)C>[Cl:1][C:2]1[CH:3]=[CH:4][C:5]2[O:9][C:8]([CH2:10][C:20]([OH:24])=[O:29])=[C:7]([C:13]3[CH:14]=[CH:15][CH:16]=[CH:17][CH:18]=3)[C:6]=2[CH:19]=1. Procedure details: To a solution of 5-chloro-3-phenylbenzofuran-2-carboxylic acid (0.66 g) in anhydrous THF (15 ml) were added oxalyl chloride (0.30 ml) and DMF (one drop) at room temperature. The mixture was stirred for 0.5 hour. The solvent was distilled off, and the residue (containing the acid chloride) was dissolved in anhydrous THF (10 ml). To this solution was added an ethyl ether solution of diazomethane (prepared from 1.5 g of N-nitrosomethyl urea). The mixture was stirred for 0.5 hour at room temperature... The reactants are FC1=C(C=C2C=NN(C2=C1)C)CC1=CN=C2N1N=C(C=C2)C=C (3-((6-fluoro-1-methyl-1H-indazol-5-yl)methyl)-6-vinylimidazo[1,2-b]pyridazine), I(=O)(=O)(=O)[O-].[Na+] (sodium periodate), C[N+]1(CCOCC1)[O-] (NMO). The solvent is CC(=O)C (acetone), O (H2O). Run at temperature 46 celsius, time 4 hour. The product is FC1=C(C=C2C=NN(C2=C1)C)CC1=CN=C2N1N=C(C=C2)C=O (3-((6-fluoro-1-methyl-1H-indazol-5-yl)methyl)imidazo[1,2-b]pyridazine-6-carbaldehyde). Yield: 39.7%. Reaction SMILES: [F:1][C:2]1[CH:10]=[C:9]2[C:5]([CH:6]=[N:7][N:8]2[CH3:11])=[CH:4][C:3]=1[CH2:12][C:13]1[N:17]2[N:18]=[C:19]([CH:22]=C)[CH:20]=[CH:21][C:16]2=[N:15][CH:14]=1.C[N+]1([O-])CC[O:28]CC1.I([O-])(=O)(=O)=O.[Na+]>CC(C)=O.O>[F:1][C:2]1[CH:10]=[C:9]2[C:5]([CH:6]=[N:7][N:8]2[CH3:11])=[CH:4][C:3]=1[CH2:12][C:13]1[N:17]2[N:18]=[C:19]([CH:22]=[O:28])[CH:20]=[CH:21][C:16]2=[N:15][CH:14]=1 |f:2.3|. Reported procedure: To a mixture of 3-((6-fluoro-1-methyl-1H-indazol-5-yl)methyl)-6-vinylimidazo[1,2-b]pyridazine (50 mg, 0.163 mmol) osmium(VIII) oxide (103 mg, 8.13 μmol), was added a solution of NMO (29.5 mg, 0.252 mmol) in acetone (2 ml) and H2O (0.16 ml). The reaction mixture was heated to 46° C. After stirring for 4 h, the solvent was removed and a mixture of THF (6 ml) and H2O (1.5 ml) was added to dissolve the residue, then sodium periodate (69.6 mg, 0.325 mmol) was added and the resulting mixture was stirr... Starting materials: C(C)(C)(C)OC(NC1=CC(=C(C=C1)C)OC=1C=CC=2N(C1)N=C(N2)N)=O (tert-butyl{3-[(2-amino[1,2,4]triazolo[1,5-a]pyridin-6-yl)oxy]-4-methylphenyl}carbamate), C1(CC1)C(=O)Cl (cyclopropanecarbonyl chloride). Solvent: O (water), CN(C(C)=O)C (N,N-dimethylacetamide). Run at time 2 hour. Yields the product C(C)(C)(C)OC(NC1=CC(=C(C=C1)C)OC=1C=CC=2N(C1)N=C(N2)NC(=O)C2CC2)=O (tert-butyl[3-({2-[(cyclopropylcarbonyl)amino][1,2,4]triazolo[1,5-a]pyridin-6-yl}oxy)-4-methylphenyl]carbamate). Isolated yield 89.0%. Reaction SMILES: [C:1]([O:5][C:6](=[O:26])[NH:7][C:8]1[CH:13]=[CH:12][C:11]([CH3:14])=[C:10]([O:15][C:16]2[CH:17]=[CH:18][C:19]3[N:20]([N:22]=[C:23]([NH2:25])[N:24]=3)[CH:21]=2)[CH:9]=1)([CH3:4])([CH3:3])[CH3:2].[CH:27]1([C:30](Cl)=[O:31])[CH2:29][CH2:28]1>CN(C)C(=O)C.O>[C:1]([O:5][C:6](=[O:26])[NH:7][C:8]1[CH:13]=[CH:12][C:11]([CH3:14])=[C:10]([O:15][C:16]2[CH:17]=[CH:18][C:19]3[N:20]([N:22]=[C:23]([NH:25][C:30]([CH:27]4[CH2:29][CH2:28]4)=[O:31])[N:24]=3)[CH:21]=2)[CH:9]=1)([CH3:4])([CH3:2])[CH3:3]. Reported procedure: To a solution of tert-butyl{3-[(2-amino[1,2,4]triazolo[1,5-a]pyridin-6-yl)oxy]-4-methylphenyl}carbamate (1.50 g, 4.22 mmol) in N,N-dimethylacetamide (5 mL) was added with stirring cyclopropanecarbonyl chloride (1.15 mL, 12.7 mmol) under ice-cooling, and the mixture was stirred at room temperature for 2 hr. The reaction mixture was diluted with water, and extracted with ethyl acetate. The organic layer was washed with water and saturated brine, and dried over anhydrous magnesium sulfate, and the ... Reported procedure: A solution of Example 1 (14.1 g, 32.5 mmol) and the (S,S) catalyst described by Noyori in Angew. Chem. Int. Ed. Engl. 1997, 36, 285 (998 mg, 1.62 mmol) in IPA (20 mL) and CH2Cl2 (10 mL) was stirred at rt. After 16 h, the reaction mixture was concentrated to give the product, which was taken into the next step without further purification: 1H NMR δ 1.43 (s, 3H), 1.56 (s, 3H), 1.96 (dd, J=9.7, 13.4, 1H), 2.06 (d, J=7.3, 1H), 2.28 (dd, J=6.2, 13.5, 1H), 5.00 (m, 1H), 7.03 (d, J=8.5, 2H), 7.18-7.26 ... The product is ClC1=CC=C(C=C1)C=1C=C2C(=NC1C1=C(C=C(C=C1)Cl)Cl)OC(C[C@@H]2O)(C)C ((4S)-6-(4-Chlorophenyl)-7-(2,4-dichlorophenyl)-2,2-dimethyl-3,4-dihydro-2H-pyrano[2,3-b]pyridin-4-ol). Run at time 16 hour. The solvent is CC(C)O (IPA), C(Cl)Cl (CH2Cl2). As a reaction SMILES: [Cl:1][C:2]1[CH:7]=[CH:6][C:5]([C:8]2[CH:9]=[C:10]3[C:25](=[O:26])[CH2:24][C:23]([CH3:28])([CH3:27])[O:22][C:11]3=[N:12][C:13]=2[C:14]2[CH:19]=[CH:18][C:17]([Cl:20])=[CH:16][C:15]=2[Cl:21])=[CH:4][CH:3]=1>CC(O)C.C(Cl)Cl>[Cl:1][C:2]1[CH:3]=[CH:4][C:5]([C:8]2[CH:9]=[C:10]3[C@@H:25]([OH:26])[CH2:24][C:23]([CH3:28])([CH3:27])[O:22][C:11]3=[N:12][C:13]=2[C:14]2[CH:19]=[CH:18][C:17]([Cl:20])=[CH:16][C:15]=2[Cl:21])=[CH:6][CH:7]=1. The reactants are 285, ClC1=CC=C(C=C1)C=1C=C2C(=NC1C1=C(C=C(C=C1)Cl)Cl)OC(CC2=O)(C)C (6-(4-Chlorophenyl)-7-(2,4-dichlorophenyl)-2,2-dimethyl-2,3-dihydro-4H-pyrano[2,3-b]pyridin-4-one). The reactants are C(=O)(C(F)(F)F)O (TFA), C1(=CC=CC=C1)C=1N=CN(C1C1=NC=NC=C1)C1CCN(CC1)C(=O)OC(C)(C)C (tert-butyl 4-(4-phenyl-5-pyrimidin-4-yl-1H-imidazol-1-yl)piperidine-1-carboxylate). Run in ClCCl (dichloromethane). Run at time 2 hour. Product: C1(=CC=CC=C1)C=1N=CN(C1C1=NC=NC=C1)C1CCNCC1 (4-(4-Phenyl-1-piperidin-4-yl-1H-imidazol-5-yl)pyrimidine). Yield: 52.3%. RXN SMILES: C(O)(C(F)(F)F)=O.[C:8]1([C:14]2[N:15]=[CH:16][N:17]([CH:25]3[CH2:30][CH2:29][N:28](C(OC(C)(C)C)=O)[CH2:27][CH2:26]3)[C:18]=2[C:19]2[CH:24]=[CH:23][N:22]=[CH:21][N:20]=2)[CH:13]=[CH:12][CH:11]=[CH:10][CH:9]=1>ClCCl>[C:8]1([C:14]2[N:15]=[CH:16][N:17]([CH:25]3[CH2:30][CH2:29][NH:28][CH2:27][CH2:26]3)[C:18]=2[C:19]2[CH:24]=[CH:23][N:22]=[CH:21][N:20]=2)[CH:9]=[CH:10][CH:11]=[CH:12][CH:13]=1. Procedure details: TFA (2 mL) was added to a solution of tert-butyl 4-(4-phenyl-5-pyrimidin-4-yl-1H-imidazol-1-yl)piperidine-1-carboxylate (C22) (267 mg, 0.658 mmol) in dichloromethane (5 mL). After 2 hours, the reaction was concentrated in vacuo, and then treated with saturated aqueous sodium bicarbonate solution. The mixture was extracted with warm ethyl acetate, and the combined organic layers were washed with saturated aqueous sodium chloride solution, dried over magnesium sulfate, filtered, and concentrated u...